Task: describe an organic reaction: reactants, conditions, products, and yield. Dataset: the Open Reaction Database (ORD), a public repository of structured organic reaction records The reactants are CN(C=O)C (N,N-dimethylformamide), C(C1=CC=CC=C1)(C1=CC=CC=C1)(C1=CC=CC=C1)NC=1SC=C(N1)/C(/C(=O)OC)=N/O (methyl 2-(2-tritylamino-4-thiazolyl)-(Z)-2-hydroxyiminoacetate), C([O-])([O-])=O.[K+].[K+] (potassium carbonate), C([O-])([O-])=O.[K+].[K+] (potassium carbonate), C(C=C)Br (allyl bromide), C(C=C)Br (allyl bromide). Solvent: O (water). Yields the product C(C1=CC=CC=C1)(C1=CC=CC=C1)(C1=CC=CC=C1)NC=1SC=C(N1)/C(/C(=O)OC)=N/OCC=C (methyl 2-(2-tritylamino-4-thiazolyl)-(Z)-2-allyloxyiminoacetate). Isolated yield 91.1%. Reaction SMILES: CN(C)C=O.[C:6]([NH:25][C:26]1[S:27][CH:28]=[C:29](/[C:31](=[N:36]/[OH:37])/[C:32]([O:34][CH3:35])=[O:33])[N:30]=1)([C:19]1[CH:24]=[CH:23][CH:22]=[CH:21][CH:20]=1)([C:13]1[CH:18]=[CH:17][CH:16]=[CH:15][CH:14]=1)[C:7]1[CH:12]=[CH:11][CH:10]=[CH:9][CH:8]=1.C(=O)([O-])[O-].[K+].[K+].[CH2:44](Br)[CH:45]=[CH2:46]>O>[C:6]([NH:25][C:26]1[S:27][CH:28]=[C:29](/[C:31](=[N:36]/[O:37][CH2:46][CH:45]=[CH2:44])/[C:32]([O:34][CH3:35])=[O:33])[N:30]=1)([C:19]1[CH:24]=[CH:23][CH:22]=[CH:21][CH:20]=1)([C:13]1[CH:14]=[CH:15][CH:16]=[CH:17][CH:18]=1)[C:7]1[CH:12]=[CH:11][CH:10]=[CH:9][CH:8]=1 |f:2.3.4|. Reported procedure: To 70.5 ml of N,N-dimethylformamide are added 7.05 g of methyl 2-(2-tritylamino-4-thiazolyl)-(Z)-2-hydroxyiminoacetate and 3.3 g of potassium carbonate. Then, under ice-cooling and stirring 2.12 g of allyl bromide is added dropwise over a period of 5 minutes. The mixture is further stirred under ice-cooling for 4 hours. To this reaction mixture are added 1.65 g of potassium carbonate and 1.06 g of allyl bromide, and the mixture is stirred for an additional 4 hours. The reaction mixture is dilute... The reactants are C(C)(=O)OC1=C(C(=O)OCC)C=C(C=C1)N=CC1=CC=CC=C1 (Ethyl 2-acetoxy-5-benzylideneaminobenzoate). The solvent is O.C(C)O (water ethanol). Yields the product C(C)(=O)OC1=C(C(=O)OCC)C=C(C=C1)N (Ethyl 2-acetoxy-5-aminobenzoate). The yield is 41.7%. RXN SMILES: [C:1]([O:4][C:5]1[CH:15]=[CH:14][C:13]([N:16]=CC2C=CC=CC=2)=[CH:12][C:6]=1[C:7]([O:9][CH2:10][CH3:11])=[O:8])(=[O:3])[CH3:2]>O.C(O)C>[C:1]([O:4][C:5]1[CH:15]=[CH:14][C:13]([NH2:16])=[CH:12][C:6]=1[C:7]([O:9][CH2:10][CH3:11])=[O:8])(=[O:3])[CH3:2] |f:1.2|. Procedure details: Ethyl 2-acetoxy-5-benzylideneaminobenzoate (10.0 g, 32.2 mmole) was refluxed in water-ethanol (3:1, 750 ml) for about 1 hour, after which time the mixture was cooled and the precipitate isolated by filtration. After a further recrystallization this gave the title compound (3.0 g, 42%), m.p. 82.5°-83° C. Found (Calc. for C11H13NO4) C 58.96 (59.19). H 5.98 (5.83), N 6.22 (6.28). Starting materials: CC#N, O=C1C(Cl)=C(c2ccccc2)C(=O)N1Cc1cccnc1, CC(=O)c1cc2cc(N)ccc2o1. Yields the product CC(=O)c1cc2cc(NC3=C(c4ccccc4)C(=O)N(Cc4cccnc4)C3=O)ccc2o1. As a reaction SMILES: [CH3:35][C:36]#[N:37].[Cl:14][C:15]1=[C:19]([c:20]2[cH:21][cH:22][cH:23][cH:24][cH:25]2)[C:18](=[O:26])[N:17]([CH2:27][c:28]2[cH:29][n:30][cH:31][cH:32][cH:33]2)[C:16]1=[O:34].[NH2:1][c:2]1[cH:3][c:4]2[c:5]([o:6][c:7]([C:9]([CH3:10])=[O:11])[cH:8]2)[cH:12][cH:13]1>>[NH:1]([c:2]1[cH:3][c:4]2[c:5]([o:6][c:7]([C:9]([CH3:10])=[O:11])[cH:8]2)[cH:12][cH:13]1)[C:15]1=[C:19]([c:20]2[cH:21][cH:22][cH:23][cH:24][cH:25]2)[C:18](=[O:26])[N:17]([CH2:27][c:28]2[cH:29][n:30][cH:31][cH:32][cH:33]2)[C:16]1=[O:34].